Dataset: the Open Reaction Database (ORD), a public repository of structured organic reaction records. Task: describe an organic reaction: reactants, conditions, products, and yield Reactants: CC(C)(C)OC(=O)N1CCC(N)CC1, Clc1nc(Cl)c2c(n1)CCC2, CN(C)C=O. The product is CC(C)(C)OC(=O)N1CCC(Nc2nc(Cl)nc3c2CCC3)CC1. Reaction SMILES: [C:12]([CH3:13])([CH3:14])([CH3:15])[O:16][C:17](=[O:18])[N:19]1[CH2:20][CH2:21][CH:22]([NH2:25])[CH2:23][CH2:24]1.[Cl:1][c:2]1[n:3][c:4]2[c:5]([c:6]([Cl:8])[n:7]1)[CH2:9][CH2:10][CH2:11]2.[O:26]=[CH:27][N:28]([CH3:29])[CH3:30]>>[Cl:1][c:2]1[n:3][c:4]2[c:5]([c:6]([NH:25][CH:22]3[CH2:21][CH2:20][N:19]([C:17]([O:16][C:12]([CH3:13])([CH3:14])[CH3:15])=[O:18])[CH2:24][CH2:23]3)[n:7]1)[CH2:9][CH2:10][CH2:11]2. Reported procedure: A solution of 28.0 g. (0.138 mole) of methyl γ-thiomorpholinobutyrate in 300 ml. of concentrated hydrochloric acid and 250 ml. of water was stirred and heated at reflux for 18 hours. The solvents were removed on a rotary evaporator to give a colorless residue which crystallized upon trituration with acetone. The solid was filtered, washed with acetone, and dried in vacuo to give 28.2 g. (91%) of the desired product as colorless crystals, m.p. 242°-245°C. RXN SMILES: [S:1]1[CH2:6][CH2:5][N:4]([CH2:7][CH2:8][CH2:9][C:10]([O:12]C)=[O:11])[CH2:3][CH2:2]1.[ClH:14]>O>[ClH:14].[S:1]1[CH2:6][CH2:5][N:4]([CH2:7][CH2:8][CH2:9][C:10]([OH:12])=[O:11])[CH2:3][CH2:2]1 |f:3.4|. Solvent: O (water). Product: Cl.S1CCN(CC1)CCCC(=O)O (γ-Thiomorpholinobutyric acid hydrochloride). Yield: 91.0%. Reactants: S1CCN(CC1)CCCC(=O)OC (methyl γ-thiomorpholinobutyrate), Cl (hydrochloric acid). Starting materials: Cc1c(O)cnn(C(C)(C)C)c1=O, O=C([O-])[O-], CCOCOc1ccc(CCl)cc1, [K+], [K+]. Product: CCOCOc1ccc(COc2cnn(C(C)(C)C)c(=O)c2C)cc1. RXN SMILES: [C:1]([CH3:2])([CH3:3])([CH3:4])[n:5]1[n:6][cH:7][c:8]([OH:13])[c:9]([CH3:12])[c:10]1=[O:11].[C:27](=[O:28])([O-:29])[O-:30].[CH2:14]([CH3:15])[O:16][CH2:17][O:18][c:19]1[cH:20][cH:21][c:22]([CH2:23][Cl:24])[cH:25][cH:26]1.[K+:31].[K+:32]>>[C:1]([CH3:2])([CH3:3])([CH3:4])[n:5]1[n:6][cH:7][c:8]([O:13][CH2:23][c:22]2[cH:21][cH:20][c:19]([O:18][CH2:17][O:16][CH2:14][CH3:15])[cH:26][cH:25]2)[c:9]([CH3:12])[c:10]1=[O:11]. The reactants are COC(=O)Cn1c(C)c(Cc2cscc2S(=O)(=O)c2ccc(Cl)cc2)c2cc(F)ccc21, [Li+], C1CCOC1, [OH-]. Yields the product Cc1c(Cc2cscc2S(=O)(=O)c2ccc(Cl)cc2)c2cc(F)ccc2n1CC(=O)O. Reaction SMILES: [CH3:1][O:2][C:3]([CH2:4][n:5]1[c:6]([CH3:31])[c:7]([CH2:15][c:16]2[cH:17][s:18][cH:19][c:20]2[S:21](=[O:22])(=[O:23])[c:24]2[cH:25][cH:26][c:27]([Cl:30])[cH:28][cH:29]2)[c:8]2[cH:9][c:10]([F:14])[cH:11][cH:12][c:13]12)=[O:32].[Li+:33].[O:35]1[CH2:36][CH2:37][CH2:38][CH2:39]1.[OH-:34]>>[O:2]=[C:3]([CH2:4][n:5]1[c:6]([CH3:31])[c:7]([CH2:15][c:16]2[cH:17][s:18][cH:19][c:20]2[S:21](=[O:22])(=[O:23])[c:24]2[cH:25][cH:26][c:27]([Cl:30])[cH:28][cH:29]2)[c:8]2[cH:9][c:10]([F:14])[cH:11][cH:12][c:13]12)[OH:32]. Reactants: N#CC1CC(F)CN1C(=O)CNC12CCC(C(=O)O)(CC1)CC2, CCN=C=NCCCN(C)C, CN(C)C=O, Cl, Nc1nccs1, On1nnc2ccccc21. Product: N#CC1CC(F)CN1C(=O)CNC12CCC(C(=O)Nc3nccs3)(CC1)CC2. Reaction SMILES: [C:1](=[O:2])([OH:3])[C:4]12[CH2:5][CH2:6][C:7]([NH:12][CH2:13][C:14](=[O:15])[N:16]3[CH:17]([C:22]#[N:23])[CH2:18][CH:19]([F:21])[CH2:20]3)([CH2:8][CH2:9]1)[CH2:10][CH2:11]2.[CH3:41][N:42]([CH3:43])[CH2:44][CH2:45][CH2:46][N:47]=[C:48]=[N:49][CH2:50][CH3:51].[CH3:52][N:53]([CH3:54])[CH:55]=[O:56].[ClH:40].[NH2:34][c:35]1[s:36][cH:37][cH:38][n:39]1.[OH:24][n:25]1[c:26]2[cH:27][cH:28][cH:29][cH:30][c:31]2[n:32][n:33]1>>[C:1](=[O:2])([C:4]12[CH2:5][CH2:6][C:7]([NH:12][CH2:13][C:14](=[O:15])[N:16]3[CH:17]([C:22]#[N:23])[CH2:18][CH:19]([F:21])[CH2:20]3)([CH2:8][CH2:9]1)[CH2:10][CH2:11]2)[NH:34][c:35]1[s:36][cH:37][cH:38][n:39]1. Reactants: ClC=1C=C(C(=C(C(=O)OC)C1)O)CC=C (methyl 5-chloro-2-hydroxy3-(2-propenyl)benzoate), CCOCC (ether), I(=O)(=O)(=O)[O-].[Na+] (sodium periodate). Reagents/catalysts: [Os](=O)(=O)(=O)=O (Osmium tetroxide). Run in O (water), O (water). Run at time 5 minute. Product: C(=O)(OC)C=1C(=C(C=C(C1)Cl)CC=O)O (3-carbomethoxy-5-chloro2-hydroxy-phenylacetaldehyde). RXN SMILES: [Cl:1][C:2]1[CH:3]=[C:4]([CH2:13][CH:14]=C)[C:5]([OH:12])=[C:6]([CH:11]=1)[C:7]([O:9][CH3:10])=[O:8].CC[O:18]CC.I([O-])(=O)(=O)=O.[Na+]>[Os](=O)(=O)(=O)=O.O>[C:7]([C:6]1[C:5]([OH:12])=[C:4]([CH2:13][CH:14]=[O:18])[CH:3]=[C:2]([Cl:1])[CH:11]=1)([O:9][CH3:10])=[O:8] |f:2.3|. Procedure: Osmium tetroxide (1.0 g, 3.9 mmol) was added to a mixture of methyl 5-chloro-2-hydroxy-3-(2-propenyl)benzoate (4c) (22.7 g, 0.1 mol), ether (400 ml), and water (400 ml). After stirring at room temperature for 5 minutes, sodium periodate (47.06 g, 0.22 mol) was added in portions. The mixture was stirred at room temperature for another 21 hours, and then poured into 800 ml of water. The layers were separated and the aqueous layer extracted with ethyl ether (2×400 ml). The organic layers were combi... Reactants: C(CC)(=O)OC(CC)=O (propanoic acid anhydride), C1(=CC=CC=C1)NC1(CCN(CC1)CC1=CC=CC=C1)C(=O)OCCC (propyl 4-(phenylamino)-1-(phenylmethyl)-4-piperidinecarboxylate), [OH-].[NH4+] (ammonium hydroxide). Yields the product C(C(=O)O)(=O)O.C(CC)OC(=O)C1(CCN(CC1)CC1=CC=CC=C1)N(C1=CC=CC=C1)C(CC)=O (propyl4-[N-(1-oxopropyl)-N-phenylamino]-1-(phenylmethyl)-4-piperidinecarboxylate ethanedioate). RXN SMILES: [C:1]([O:5][C:6](=[O:9])[CH2:7]C)(=[O:4])[CH2:2][CH3:3].[C:10]1([NH:16][C:17]2([C:30]([O:32][CH2:33][CH2:34][CH3:35])=[O:31])[CH2:22][CH2:21][N:20]([CH2:23][C:24]3[CH:29]=[CH:28][CH:27]=[CH:26][CH:25]=3)[CH2:19][CH2:18]2)[CH:15]=[CH:14][CH:13]=[CH:12][CH:11]=1.[OH-:36].[NH4+]>>[C:6]([OH:5])(=[O:9])[C:7]([OH:31])=[O:36].[CH2:33]([O:32][C:30]([C:17]1([N:16]([C:1](=[O:4])[CH2:2][CH3:3])[C:10]2[CH:15]=[CH:14][CH:13]=[CH:12][CH:11]=2)[CH2:18][CH2:19][N:20]([CH2:23][C:24]2[CH:25]=[CH:26][CH:27]=[CH:28][CH:29]=2)[CH2:21][CH2:22]1)=[O:31])[CH2:34][CH3:35] |f:2.3,4.5|. Procedure details: 260 parts of propanoic acid anhydride are added dropwise to 93 parts of propyl 4-(phenylamino)-1-(phenylmethyl)-4-piperidinecarboxylate while cooling in a water-bath. Upon completion, the whole is stirred and refluxed for 6 hours. After cooling, the reaction mixture is poured onto water, alkalized with ammonium hydroxide and the product is extracted with trichloromethane. The extract is washed with water, dried, filtered and evaporated. The residue is dissolved in petroleumether. The solution is... The reactants are ClCCl, O=C(O)C(F)(F)F, CC(C)(C)OC(=O)NCCCc1cccnc1. Yields the product NCCCc1cccnc1. Reaction SMILES: [Cl:25][CH2:26][Cl:27].[F:18][C:19]([F:20])([F:21])[C:22]([OH:23])=[O:24].[n:1]1[cH:2][c:3]([CH2:7][CH2:8][CH2:9][NH:10][C:11](=[O:12])[O:13][C:14]([CH3:15])([CH3:16])[CH3:17])[cH:4][cH:5][cH:6]1>>[n:1]1[cH:2][c:3]([CH2:7][CH2:8][CH2:9][NH2:10])[cH:4][cH:5][cH:6]1. Reactants: CI (methyl iodide), COC=1C=C(C=CC1)C12CCCC(N(C1=O)C)C2 (1-(3-methoxyphenyl)-6-methyl-6-azabicyclo[3,2,1]octane-7-one), [Li] (lithium), O (Water). Run in CCOCC (ether), C1=CC=CC=C1 (benzene), CCOCC (ether). Conditions: time 30 minute. Product: COC=1C=C(C=CC1)C12CCCC(N(C1=C)C)C2 (1-(3-methoxyphenyl)-6-methyl-7-methylidene-6-azabicyclo[3,2,1]octane). The yield is 100.8%. As a reaction SMILES: [Li].[CH3:2]I.[CH3:4][O:5][C:6]1[CH:7]=[C:8]([C:12]23[CH2:21][CH:16]([N:17]([CH3:20])[C:18]2=O)[CH2:15][CH2:14][CH2:13]3)[CH:9]=[CH:10][CH:11]=1.O>CCOCC.C1C=CC=CC=1>[CH3:4][O:5][C:6]1[CH:7]=[C:8]([C:12]23[CH2:21][CH:16]([N:17]([CH3:20])[C:18]2=[CH2:2])[CH2:15][CH2:14][CH2:13]3)[CH:9]=[CH:10][CH:11]=1 |^1:0|. Procedure details: 0.17 g of lithium is added to 8 ml of absolute ether in a nitrogen atmosphere, and a solution of 1.6 g of methyl iodide in 3 ml of absolute ether is added dropwise thereto at 0° to -5°C. The mixture is stirred at the same temperature for 30 minutes. Then, a solution of 1.0 g of 1-(3-methoxyphenyl)-6-methyl-6-azabicyclo[3,2,1]octane-7-one in 30 ml of benzene is added dropwise to the mixture at room temperature for 5 minutes. The mixture is refluxed for 3 hours. Water is added to the mixture under... Product: CC1C(c2ccccc2)OC(c2cc(Br)cc3c2OCC3)N1C. As a reaction SMILES: [Br:1][c:2]1[cH:3][c:4]([CH:11]=[O:12])[c:5]2[c:6]([cH:10]1)[CH2:7][CH2:8][O:9]2.[CH3:13][NH:14][CH:15]([CH3:16])[CH:17]([OH:18])[c:19]1[cH:20][cH:21][cH:22][cH:23][cH:24]1.[cH:25]1[cH:26][cH:27][cH:28][cH:29][cH:30]1>>[Br:1][c:2]1[cH:3][c:4]([CH:11]2[O:12][CH:17]([c:19]3[cH:20][cH:21][cH:22][cH:23][cH:24]3)[CH:15]([CH3:16])[N:14]2[CH3:13])[c:5]2[c:6]([cH:10]1)[CH2:7][CH2:8][O:9]2. The reactants are O=Cc1cc(Br)cc2c1OCC2, CNC(C)C(O)c1ccccc1, c1ccccc1.